This data is from the Open Reaction Database (ORD), a public repository of structured organic reaction records. The task is: describe an organic reaction: reactants, conditions, products, and yield Starting materials: [H-].[Na+] (Sodium hydride), NC1=C2C(=C3C(=N1)N(C(=C3)C(=O)N(C3CC3)C3CC3)CC)N(C=N2)C (4-amino-N,N-dicyclopropyl-6-ethyl-1-methyl-1,6-dihydroimidazo[4,5-d]pyrrolo[2,3-b]pyridine-7-carboxamide), COC(C(C=C(SC)SC)=O)OC (1,1-dimethoxy-4,4-bis(methylthio)but-3-en-2-one). The solvent is C(C)(=O)OCC (ethyl acetate), CN(C)C=O (DMF). Reaction conditions: time 30 minute. Yields the product C1(CC1)N(C(=O)C1=CC=2C(=NC(=C3C2N(C=N3)C)N/C(=C/C(C(OC)OC)=O)/SC)N1CC)C1CC1 ((Z)-N,N-Dicyclopropyl-4-(4,4-dimethoxy-1-(methylthio)-3-oxobut-1-enylamino)-6-ethyl-1-methyl-1,6-dihydroimidazo[4,5-d]pyrrolo[2,3-b]pyridine-7-carboxamide). The yield is 79.9%. As a reaction SMILES: [H-].[Na+].[NH2:3][C:4]1[N:9]=[C:8]2[N:10]([CH2:22][CH3:23])[C:11]([C:13]([N:15]([CH:19]3[CH2:21][CH2:20]3)[CH:16]3[CH2:18][CH2:17]3)=[O:14])=[CH:12][C:7]2=[C:6]2[N:24]([CH3:27])[CH:25]=[N:26][C:5]=12.[CH3:28][O:29][CH:30]([O:39][CH3:40])[C:31](=[O:38])[CH:32]=[C:33](SC)[S:34][CH3:35]>CN(C=O)C.C(OCC)(=O)C>[CH:16]1([N:15]([CH:19]2[CH2:21][CH2:20]2)[C:13]([C:11]2[N:10]([CH2:22][CH3:23])[C:8]3=[N:9][C:4]([NH:3]/[C:33](/[S:34][CH3:35])=[CH:32]/[C:31](=[O:38])[CH:30]([O:29][CH3:28])[O:39][CH3:40])=[C:5]4[N:26]=[CH:25][N:24]([CH3:27])[C:6]4=[C:7]3[CH:12]=2)=[O:14])[CH2:18][CH2:17]1 |f:0.1|. Procedure: Sodium hydride (142 mg, 3.55 mmol) was added to 4-amino-N,N-dicyclopropyl-6-ethyl-1-methyl-1,6-dihydroimidazo[4,5-d]pyrrolo[2,3-b]pyridine-7-carboxamide (example 1J, 400 mg, 1.182 mmol) in DMF (7 mL) at room temperature and the mixture stirred for 30 min, 1,1-dimethoxy-4,4-bis(methylthio)but-3-en-2-one (394 mg, 1.773 mmol) was added and stirring continued overnight. The reaction mixture was diluted with ethyl acetate and washed with water, 10% lithium chloride and water. The organic layer was dr... The reactants are N#Cc1ccc(F)c(Cl)c1Cl, [Li+], [Li+], O=C([O-])[O-], CC1NCCC1C(C)(C)O. Product: CC1C(C(C)(C)O)CCN1c1ccc(C#N)c(Cl)c1Cl. As a reaction SMILES: [Cl:1][c:2]1[c:3]([C:4]#[N:5])[cH:6][cH:7][c:8]([F:11])[c:9]1[Cl:10].[Li+:22].[Li+:23].[O-:24][C:25](=[O:26])[O-:27].[OH:12][C:13]([CH3:14])([CH3:15])[CH:16]1[CH:17]([CH3:21])[NH:18][CH2:19][CH2:20]1>>[Cl:1][c:2]1[c:3]([C:4]#[N:5])[cH:6][cH:7][c:8]([N:18]2[CH:17]([CH3:21])[CH:16]([C:13]([OH:12])([CH3:14])[CH3:15])[CH2:20][CH2:19]2)[c:9]1[Cl:10]. Isolated yield 170.5%. Procedure details: tert-Butyl 4-((4-oxo-1-phenyl-1,3,8-triazaspiro[4.5]decan-3-yl)methyl)benzoate (0.25 g, 0.593 mmol), 4-iodo-1-(thiophen-2-yl)butan-1-one (0.17 g, 0.593 mmol), and potassium carbonate (0.12 g, 0.890 mmol) in N,N-dimethylformamide (8 mL) were heated at 65° C. for 4 hours. The reaction was diluted with ethyl acetate, washed with water and brine, dried (MgSO4), and evaporated. The residue was purified by PTLC (5% methanol/dichloromethane) to give product as an oil (0.29 g, 84%); NMR (DMSO-d6); δ1.52... Run in CN(C=O)C (N,N-dimethylformamide), C(C)(=O)OCC (ethyl acetate). Reaction SMILES: [O:1]=[C:2]1[C:6]2([CH2:11][CH2:10][NH:9][CH2:8][CH2:7]2)[N:5]([C:12]2[CH:17]=[CH:16][CH:15]=[CH:14][CH:13]=2)[CH2:4][N:3]1[CH2:18][C:19]1[CH:31]=[CH:30][C:22](C(OC(C)(C)C)=O)=[CH:21][CH:20]=1.I[CH2:33][CH2:34][CH2:35][C:36]([C:38]1[S:39][CH:40]=[CH:41][CH:42]=1)=[O:37].[C:43](=[O:46])([O-])[O-:44].[K+].[K+]>CN(C)C=O.C(OCC)(=O)C>[O:1]=[C:2]1[C:6]2([CH2:7][CH2:8][N:9]([CH2:33][CH2:34][CH2:35][C:36](=[O:37])[C:38]3[S:39][CH:40]=[CH:41][CH:42]=3)[CH2:10][CH2:11]2)[N:5]([C:12]2[CH:17]=[CH:16][CH:15]=[CH:14][CH:13]=2)[CH2:4][N:3]1[CH2:18][C:19]1[CH:20]=[C:21]([CH:22]=[CH:30][CH:31]=1)[C:43]([O:44][C:6]([CH3:11])([CH3:7])[CH3:2])=[O:46] |f:2.3.4|. The product is O=C1N(CN(C12CCN(CC2)CCCC(C=2SC=CC2)=O)C2=CC=CC=C2)CC=2C=C(C(=O)OC(C)(C)C)C=CC2 (tert-butyl 3-((4-oxo-8-(4-oxo-4-(thiophen-2-yl)butyl)-1-phenyl-1,3,8-triazaspiro[4.5]decan-3-yl)methyl)benzoate). The reactants are O=C1N(CN(C12CCNCC2)C2=CC=CC=C2)CC2=CC=C(C(=O)OC(C)(C)C)C=C2 (tert-Butyl 4-((4-oxo-1-phenyl-1,3,8-triazaspiro[4.5]decan-3-yl)methyl)benzoate), ICCCC(=O)C=1SC=CC1 (4-iodo-1-(thiophen-2-yl)butan-1-one), C([O-])([O-])=O.[K+].[K+] (potassium carbonate).